This data is from the Open Reaction Database (ORD), a public repository of structured organic reaction records. The task is: describe an organic reaction: reactants, conditions, products, and yield The reactants are [N+](=O)([O-])C1=CC=C(C(=O)Cl)C=C1 (4-nitro benzoyl chloride), [Al+3].[Cl-].[Cl-].[Cl-] (AlCl3), CC=1N=C(SC1)CC1=C(C=C2C=CC=CC=C12)C (4-Methyl-2-((2-methylazulen-1-yl)methyl)thiazole), [Al+3].[Cl-].[Cl-].[Cl-] (AlCl3). The solvent is ClC(C)Cl (dichloroethane), ClC(C)Cl (dichloroethane). Conditions: temperature 0 celsius. Product: [N+](=O)([O-])C1=CC=C(C=C1)C=O ((4 nitrophenyl)methanone). Reaction SMILES: [Al+3].[Cl-].[Cl-].[Cl-].[N+:5]([C:8]1[CH:16]=[CH:15][C:11]([C:12](Cl)=[O:13])=[CH:10][CH:9]=1)([O-:7])=[O:6].CC1N=C(CC2C3C(C=CC=CC=3)=CC=2C)SC=1>ClC(Cl)C>[N+:5]([C:8]1[CH:9]=[CH:10][C:11]([CH:12]=[O:13])=[CH:15][CH:16]=1)([O-:7])=[O:6] |f:0.1.2.3|. Procedure: AlCl3 (101 mg, 0.757 mmol) was weighed quickly into an argon-flushed vial. While the vial was being purged with argon, dichloroethane was added slowly. The ensuing mixture was syringed quickly into a round-bottom flask and cooled to 0° C. A solution of 4-nitro benzoyl chloride (70 mg, 0.377 mmol) in dichloroethane was added slowly into the suspension of AlCl3 at O—C. This mixture was stirred at 0° C. for 30 min after which a fresh solution of compound 6 (64 mg, 0.253 mmol) in dichloroethane was ...